From a dataset of the Open Reaction Database (ORD), a public repository of structured organic reaction records. describe an organic reaction: reactants, conditions, products, and yield The reactants are ( 11.92 ), [Cl-].[Al+3].[Cl-].[Cl-] (aluminum chloride), CC1(OC2=CC=CC=C2C(C1)(C)C)C (2,2,4,4-tetramethylchroman), CC1(OC2=CC=CC=C2C(C1)(C)C)C (2,2,4,4-tetramethylchroman), C(C)(=O)Cl (acetyl chloride). Run in [N+](=O)([O-])C (nitromethane). Run at time 16 hour. Product: CC1(OC2=CC=C(C=C2C(C1)(C)C)C(C)=O)C (2,2,4,4-Tetramethyl-6-acetyl-chroman). As a reaction SMILES: [CH3:1][C:2]1([CH3:14])[CH2:11][C:10]([CH3:13])([CH3:12])[C:9]2[C:4](=[CH:5][CH:6]=[CH:7][CH:8]=2)[O:3]1.[C:15](Cl)(=[O:17])[CH3:16].[Cl-].[Al+3].[Cl-].[Cl-]>[N+](C)([O-])=O>[CH3:1][C:2]1([CH3:14])[CH2:11][C:10]([CH3:13])([CH3:12])[C:9]2[C:4](=[CH:5][CH:6]=[C:7]([C:15](=[O:17])[CH3:16])[CH:8]=2)[O:3]1 |f:2.3.4.5|. Procedure: To an ice bath cooled solution of 2 g (10.53 mmol) of 2,2,4,4-tetramethylchroman (Compound 84) in 25 ml of nitromethane was added, under nitrogen, 941 mg (11.99 mmol) of acetyl chloride followed by 1.59 g (11.92) mmol) of aluminum chloride. The cooling bath was then removed and the mixture stirred at room temperature for 16 h. The mixture was then cooled again in an ice bath and treated with 25 ml of conc. HCl. The mixture was then filtered and the residue washed with methylene chloride. The fil... The yield is 2.0%. Product: N1C=CC2=C(C=CC=C12)C1=CC(=C2C=NNC2=C1)NC(=O)C1=NC(=CC=C1)NC(C)C (N-[6-(1H-Indol-4-yl)-1H-indazol-4-yl]-6-[(1-methylethyl)amino]-2-pyridinecarboxamide). Reaction conditions: temperature 160 celsius. As a reaction SMILES: Cl[C:2]1[N:7]=[C:6]([C:8]([NH:10][C:11]2[CH:19]=[C:18]([C:20]3[CH:28]=[CH:27][CH:26]=[C:25]4[C:21]=3[CH:22]=[CH:23][NH:24]4)[CH:17]=[C:16]3[C:12]=2[CH:13]=[N:14][NH:15]3)=[O:9])[CH:5]=[CH:4][CH:3]=1.[CH3:29][CH:30]([NH2:32])[CH3:31].CCN(C(C)C)C(C)C>CS(C)=O.CS(C)=O.CO>[NH:24]1[C:25]2[C:21](=[C:20]([C:18]3[CH:17]=[C:16]4[C:12]([CH:13]=[N:14][NH:15]4)=[C:11]([NH:10][C:8]([C:6]4[CH:5]=[CH:4][CH:3]=[C:2]([NH:32][CH:30]([CH3:31])[CH3:29])[N:7]=4)=[O:9])[CH:19]=3)[CH:28]=[CH:27][CH:26]=2)[CH:22]=[CH:23]1 |f:4.5|. Reactants: solution, ClC1=CC=CC(=N1)C(=O)NC1=C2C=NNC2=CC(=C1)C1=C2C=CNC2=CC=C1 (6-Chloro-N-[6-(1H-indol-4-yl)-1H-indazol-4-yl]-2-pyridinecarboxamide), CCN(C(C)C)C(C)C (DIPEA), CC(C)N (2-propanamine), CC(C)N (2-propanamine), CC(C)N (2-Propanamine), CCN(C(C)C)C(C)C (DIPEA), CC(C)N (2-propanamine). Run in CS(=O)C (DMSO), CS(=O)C.CO (DMSO MeOH). Procedure details: To a microwave vial was added 2 ml of a solution of 6-chloro-N-[6-(1H-indol-4-yl)-1H-indazol-4-yl]-2-pyridinecarboxamide (350 mg, 0.90 mmol, prepared as described in Example 18) in DMSO (14 ml). 2-Propanamine (0.022 ml, 0.26 mmol) and DIPEA (0.113 ml) were added and the mixture was heated at 160° C. for 2 h under microwave irradiation. Further 2-propanamine (0.022 ml, 0.26 mmol) was added and the mixture was heated at 160° C. for 2 h under microwave irradiation. Again, 2-propanamine (0.02 ml, 0.... The reactants are O=C1C(C2C(COC(N12)(C)C)C)(COOC(=O)CC1=C(C=CC=C1)[N+](=O)[O-])C (8-oxo-2,2,5,7-tetramethyl-7-(1-o-nitrobenzylcarbonyldioxymethyl)-3-oxa-1-azabicyclo[4.2.0]octane), O=C1C(C2C(COC(N12)(C)C)C)(CO)C (8-oxo-2,2,5,7-tetramethyl-7-(1-hydroxymethyl)-3-oxa-1-azabicyclo[4.2.0]octane), CC1(C(N(C1C(COC1OCCCC1)C)C1OCCCC1)=O)CO (3-methyl-1-(2-tetrahydropyranyl)-3-(hydroxymethyl)-4-[1-methyl-2-(2-tetrahydropyranyl)oxyethyl]-2-azetidinone). The product is CC1(C(N(C1C(COC1OCCCC1)C)C1OCCCC1)=O)COOC(=O)CC1=C(C=CC=C1)[N+](=O)[O-] (3-methyl-1-(2-tetrahydropyranyl)-3-(o-nitrobenzylcarbonyldioxymethyl)-4-[1-methyl-2-(2-tetrahydropyranyl)oxyethyl]-2-azetidinone). RXN SMILES: O=C1N2C(C(C)COC2(C)C)C1(C)CO[O:15][C:16]([CH2:18][C:19]1[CH:24]=[CH:23][CH:22]=[CH:21][C:20]=1[N+:25]([O-:27])=[O:26])=[O:17].O=C1N2C(C(C)COC2(C)C)C1(C)CO.[CH3:44][C:45]1([CH2:66][OH:67])[CH:48]([CH:49]([CH3:58])[CH2:50][O:51][CH:52]2[CH2:57][CH2:56][CH2:55][CH2:54][O:53]2)[N:47]([CH:59]2[CH2:64][CH2:63][CH2:62][CH2:61][O:60]2)[C:46]1=[O:65]>>[CH3:44][C:45]1([CH2:66][O:67][O:17][C:16]([CH2:18][C:19]2[CH:24]=[CH:23][CH:22]=[CH:21][C:20]=2[N+:25]([O-:27])=[O:26])=[O:15])[CH:48]([CH:49]([CH3:58])[CH2:50][O:51][CH:52]2[CH2:57][CH2:56][CH2:55][CH2:54][O:53]2)[N:47]([CH:59]2[CH2:64][CH2:63][CH2:62][CH2:61][O:60]2)[C:46]1=[O:65]. Procedure details: Following the procedure described for the preparation of 8-oxo-2,2,5,7-tetramethyl-7-(1-o-nitrobenzylcarbonyldioxymethyl)-3-oxa-1-azabicyclo[4.2.0]octane from 8-oxo-2,2,5,7-tetramethyl-7-(1-hydroxymethyl)-3-oxa-1-azabicyclo[4.2.0]octane and using 3-methyl-1-(2-tetrahydropyranyl)-3-(hydroxymethyl)-4-[1-methyl-2-(2-tetrahydropyranyl)oxyethyl]-2-azetidinone there is obtained 3-methyl-1-(2-tetrahydropyranyl)-3-(o-nitrobenzylcarbonyldioxymethyl)-4-[1-methyl-2-(2-tetrahydropyranyl)oxyethyl]-2-azetidin... Reactants: FC=1C=CC(=NC1)N (5-fluoropyridin-2-amine), N1=CC=CC=C1 (pyridine), CN1C(C(=CC2=CN=C(C=C12)C)C=1C=C(C(=O)O)C=CC1C)=O (3-(1,7-dimethyl-2-oxo-1,2-dihydro-1,6-naphthyridin-3-yl)-4-methylbenzoic acid). Run in O=S(Cl)Cl (SOCl2). Reaction conditions: time 30 minute. The product is CN1C(C(=CC2=CN=C(C=C12)C)C=1C=C(C(=O)NC2=NC=C(C=C2)F)C=CC1C)=O (3-(1,7-dimethyl-2-oxo-1,2-dihydro-1,6-naphthyridin-3-yl)-N-(5-fluoropyridin-2-yl)-4-methylbenzamide). Reaction SMILES: [CH3:1][N:2]1[C:11]2[C:6](=[CH:7][N:8]=[C:9]([CH3:12])[CH:10]=2)[CH:5]=[C:4]([C:13]2[CH:14]=[C:15]([CH:19]=[CH:20][C:21]=2[CH3:22])[C:16]([OH:18])=O)[C:3]1=[O:23].[F:24][C:25]1[CH:26]=[CH:27][C:28]([NH2:31])=[N:29][CH:30]=1.N1C=CC=CC=1>O=S(Cl)Cl>[CH3:1][N:2]1[C:11]2[C:6](=[CH:7][N:8]=[C:9]([CH3:12])[CH:10]=2)[CH:5]=[C:4]([C:13]2[CH:14]=[C:15]([CH:19]=[CH:20][C:21]=2[CH3:22])[C:16]([NH:31][C:28]2[CH:27]=[CH:26][C:25]([F:24])=[CH:30][N:29]=2)=[O:18])[C:3]1=[O:23]. Reported procedure: A solution of 3-(1,7-dimethyl-2-oxo-1,2-dihydro-1,6-naphthyridin-3-yl)-4-methylbenzoic acid 29 (154 mg, 0.5 mmol) in SOCl2 (1 mL) is heated at reflux for 2 h. Excess SOCl2 is removed in vacuo and the resultant solid is added to a solution of 5-fluoropyridin-2-amine (112 mg, 1 mmol) and pyridine (0.4 mL, 5 mmol) at rt. The resulting mixture is stirred for 30 min and evaporated. The residue is purified by preparative LC/MS to give the desired product M32 as an off-white solid. 1H NMR (400 MHz, DMS...